From a dataset of the Open Reaction Database (ORD), a public repository of structured organic reaction records. describe an organic reaction: reactants, conditions, products, and yield The reactants are Cl.N12CC(C(CC1)CC2)CC(=O)NC2=CC=C(C=C2)Br (2-(1-azabicyclo[2.2.2]oct-3-yl)-N-(4-bromophenyl)acetamide hydrochloride), FC1=CC=C(C=C1)B(O)O (4-fluorophenylboronic acid), C([O-])([O-])=O.[Na+].[Na+] (sodium carbonate), bis(diphenylphosphino)ferrocenepalladium(II) chloride. The solvent is CN(C=O)C (dimethylformamide). Product: Cl.N12CC(C(CC1)CC2)CC(=O)NC2=CC=C(C=C2)C2=CC=C(C=C2)F (2-(1-Azabicyclo[2.2.2]oct-3-yl)-N-(4′-fluoro-1,1′-biphenyl-4-yl)acetamide hydrochloride). Reaction SMILES: [ClH:1].[N:2]12[CH2:9][CH2:8][CH:5]([CH2:6][CH2:7]1)[CH:4]([CH2:10][C:11]([NH:13][C:14]1[CH:19]=[CH:18][C:17](Br)=[CH:16][CH:15]=1)=[O:12])[CH2:3]2.[F:21][C:22]1[CH:27]=[CH:26][C:25](B(O)O)=[CH:24][CH:23]=1.C(=O)([O-])[O-].[Na+].[Na+]>CN(C)C=O>[ClH:1].[N:2]12[CH2:9][CH2:8][CH:5]([CH2:6][CH2:7]1)[CH:4]([CH2:10][C:11]([NH:13][C:14]1[CH:19]=[CH:18][C:17]([C:25]3[CH:26]=[CH:27][C:22]([F:21])=[CH:23][CH:24]=3)=[CH:16][CH:15]=1)=[O:12])[CH2:3]2 |f:0.1,3.4.5,7.8|. Procedure details: In accordance with the general method, 60 mg (0.17 mmol) of 2-(1-azabicyclo[2.2.2]oct-3-yl)-N-(4-bromophenyl)acetamide hydrochloride, 23.3 mg (0.17 mmol) of 4-fluorophenylboronic acid, 0.17 ml of 2M sodium carbonate solution and 6.1 mg (0.01 mmol) of bis(diphenylphosphino)ferrocenepalladium(II) chloride are reacted in 1 ml of dimethylformamide. 32 mg (51% of theory) of the title compound are obtained. As a reaction SMILES: [CH2:1]([C@H:5]1[CH2:9][C@H:8]([C:10]2[CH:15]=[CH:14][C:13]([F:16])=[CH:12][CH:11]=2)[O:7][C:6]1=[O:17])[CH2:2][CH2:3][CH3:4].[OH-:18].[K+]>O1CCOCC1>[F:16][C:13]1[CH:14]=[CH:15][C:10]([C@H:8]([OH:7])[CH2:9][C@H:5]([CH2:1][CH2:2][CH2:3][CH3:4])[C:6]([OH:17])=[O:18])=[CH:11][CH:12]=1 |f:1.2|. The product is FC1=CC=C(C=C1)[C@@H](C[C@@H](C(=O)O)CCCC)O ((S)-2-((R)-2-(4-fluorophenyl)-2-hydroxyethyl)hexanoic acid). Solvent: O1CCOCC1 (dioxane). Procedure details: To the solution of (3S,5R)-3-butyl-5-(4-fluorophenyl)dihydrofuran-2(3H)-one (94.0 mg, 0.40 mmol) in 5 mL dioxane was added 5 mL aqueous 5% KOH at 25° C. After being stirred for 30 min at room temperature the reaction was quenched by the addition of 6 mL of 1M aqueous HCl. The mixture was extracted ethyl acetate (2×10 mL) and the combined organic layers were washed with brine (2×10 mL) before being concentrated under reduced pressure. The crude product was used directly in the next reaction witho... Run at time 30 minute. Reactants: C(CCC)[C@@H]1C(O[C@H](C1)C1=CC=C(C=C1)F)=O ((3S,5R)-3-butyl-5-(4-fluorophenyl)dihydrofuran-2(3H)-one), [OH-].[K+] (KOH). The reactants are O([Si](C1=CC=CC=C1)(C1=CC=CC=C1)C(C)(C)C)CC(CN)(C)C (3-(tert-butyldiphenylsilanoxy)-2,2-dimethylpropylamine), ClC(=O)OC1=CC=C(C=C1)[N+](=O)[O-] (4-nitrophenyl chloroformate), C(O)([O-])=O.[Na+] (sodium hydrogen carbonate), C(C)(C)N(CC)C(C)C (diisopropylethylamine). Run in ClCCl (dichloromethane), ClCCl (dichloromethane). Conditions: time 45 minute. Yields the product O([Si](C1=CC=CC=C1)(C1=CC=CC=C1)C(C)(C)C)CC(CNC(OC1=CC=C(C=C1)[N+](=O)[O-])=O)(C)C (4-nitrophenyl 3-(tert-butyldiphenylsilanoxy)-2,2-dimethylpropylcarbamate). Isolated yield 11.8%. As a reaction SMILES: [O:1]([CH2:19][C:20]([CH3:24])([CH3:23])[CH2:21][NH2:22])[Si:2]([C:15]([CH3:18])([CH3:17])[CH3:16])([C:9]1[CH:14]=[CH:13][CH:12]=[CH:11][CH:10]=1)[C:3]1[CH:8]=[CH:7][CH:6]=[CH:5][CH:4]=1.Cl[C:26]([O:28][C:29]1[CH:34]=[CH:33][C:32]([N+:35]([O-:37])=[O:36])=[CH:31][CH:30]=1)=[O:27].C(N(C(C)C)CC)(C)C.C(=O)([O-])O.[Na+]>ClCCl>[O:1]([CH2:19][C:20]([CH3:24])([CH3:23])[CH2:21][NH:22][C:26](=[O:27])[O:28][C:29]1[CH:30]=[CH:31][C:32]([N+:35]([O-:37])=[O:36])=[CH:33][CH:34]=1)[Si:2]([C:15]([CH3:16])([CH3:17])[CH3:18])([C:9]1[CH:10]=[CH:11][CH:12]=[CH:13][CH:14]=1)[C:3]1[CH:8]=[CH:7][CH:6]=[CH:5][CH:4]=1 |f:3.4|. Procedure: To a solution, at 0° C., of 0.120 g (3.51 mmol) of 3-(tert-butyldiphenylsilanoxy)-2,2-dimethylpropylamine in 25 ml of dichloromethane are added dropwise 1.42 g (7.03 mmol) of 4-nitrophenyl chloroformate (CAS 7693-46-1) dissolved in 5 ml of dichloromethane. 0.63 ml (3.5 mmol) of diisopropylethylamine is then added. Stirring is continued at 0° C. for 45 minutes, and the temperature of the mixture is then allowed to return to 0° C. over 1 hour. 20 ml of saturated aqueous sodium hydrogen carbonate s... Reactants: [Al+3], CC(C)(C)OC(=O)NCCCC(NC(=O)OCc1ccccc1)C(=O)O, CN1CCOCC1, CCOC(=O)Cl, [H-], [H-], [H-], [H-], [Li+], [Na+], C1CCOC1, [OH-], O. Product: CC(C)(C)OC(=O)NCCCC(CO)NC(=O)OCc1ccccc1. As a reaction SMILES: [Al+3:41].[CH2:14]([c:15]1[cH:16][cH:17][cH:18][cH:19][cH:20]1)[O:21][C:22](=[O:23])[NH:24][CH:25]([CH2:26][CH2:27][CH2:28][NH:29][C:30](=[O:31])[O:32][C:33]([CH3:34])([CH3:35])[CH3:36])[C:37](=[O:38])[OH:39].[CH3:1][N:2]1[CH2:3][CH2:4][O:5][CH2:6][CH2:7]1.[Cl:8][C:9]([O:10][CH2:11][CH3:12])=[O:13].[H-:40].[H-:43].[H-:44].[H-:45].[Li+:42].[Na+:47].[O:48]1[CH2:49][CH2:50][CH2:51][CH2:52]1.[OH-:46].[OH2:53]>>[CH2:14]([c:15]1[cH:16][cH:17][cH:18][cH:19][cH:20]1)[O:21][C:22](=[O:23])[NH:24][CH:25]([CH2:26][CH2:27][CH2:28][NH:29][C:30](=[O:31])[O:32][C:33]([CH3:34])([CH3:35])[CH3:36])[CH2:37][OH:38]. Starting materials: Cl, Cl, Cl, CC(C)COc1cccc2[nH]c(C(=O)NC3CCN(CCN4CCCCCC4)CC3)cc12, NC1CCN(CCN2CCCCC2)CC1. RXN SMILES: [ClH:33].[ClH:34].[ClH:35].[N:1]1([CH2:8][CH2:9][N:10]2[CH2:11][CH2:12][CH:13]([NH:16][C:17](=[O:18])[c:19]3[nH:20][c:21]4[cH:22][cH:23][cH:24][c:25]([O:28][CH2:29][CH:30]([CH3:31])[CH3:32])[c:26]4[cH:27]3)[CH2:14][CH2:15]2)[CH2:2][CH2:3][CH2:4][CH2:5][CH2:6][CH2:7]1.[N:36]1([CH2:37][CH2:38][N:39]2[CH2:40][CH2:41][CH:42]([NH2:43])[CH2:44][CH2:45]2)[CH2:46][CH2:47][CH2:48][CH2:49][CH2:50]1>>[N:1]1([CH2:8][CH2:9][N:10]2[CH2:11][CH2:12][CH:13]([NH:16][C:17](=[O:18])[c:19]3[nH:20][c:21]4[cH:22][cH:23][cH:24][c:25]([O:28][CH2:29][CH:30]([CH3:31])[CH3:32])[c:26]4[cH:27]3)[CH2:14][CH2:15]2)[CH2:3][CH2:4][CH2:5][CH2:6][CH2:7]1. Product: CC(C)COc1cccc2[nH]c(C(=O)NC3CCN(CCN4CCCCC4)CC3)cc12.